From a dataset of the Open Reaction Database (ORD), a public repository of structured organic reaction records. describe an organic reaction: reactants, conditions, products, and yield The reactants are [BH4-], CCCN, CCCC(=O)Cc1ccccc1, CO, [Ca+2], [Cl-], [Cl-], [Na+], O, c1ccccc1. The product is CCCNC(CCC)Cc1ccccc1. As a reaction SMILES: [BH4-:20].[CH2:13]([CH2:14][CH3:15])[NH2:16].[CH2:1]([c:2]1[cH:3][cH:4][cH:5][cH:6][cH:7]1)[C:8](=[O:9])[CH2:10][CH2:11][CH3:12].[CH3:28][OH:29].[Ca+2:19].[Cl-:17].[Cl-:18].[Na+:21].[OH2:30].[cH:22]1[cH:23][cH:24][cH:25][cH:26][cH:27]1>>[CH2:1]([c:2]1[cH:3][cH:4][cH:5][cH:6][cH:7]1)[CH:8]([CH2:10][CH2:11][CH3:12])[NH:16][CH2:13][CH2:14][CH3:15]. The reactants are Clc1ccc(-c2cc(Cl)nnc2Cl)cc1, NN, c1ccncc1. Product: NNc1cc(-c2ccc(Cl)cc2)c(Cl)nn1. Reaction SMILES: [Cl:3][c:4]1[n:5][n:6][c:7]([Cl:17])[cH:8][c:9]1-[c:10]1[cH:11][cH:12][c:13]([Cl:16])[cH:14][cH:15]1.[NH2:1][NH2:2].[cH:18]1[cH:19][cH:20][n:21][cH:22][cH:23]1>>[NH:1]([NH2:2])[c:7]1[n:6][n:5][c:4]([Cl:3])[c:9](-[c:10]2[cH:11][cH:12][c:13]([Cl:16])[cH:14][cH:15]2)[cH:8]1. The reactants are COC(=O)COc1ccc(N)cn1, CCOC(C)=O, CCN(C(C)C)C(C)C, O=C(Cl)C(=O)Cl, ClCCl, [N-]=[N+]=Nc1ccc(C(=O)O)cc1, CN(C)C=O. Product: COC(=O)COc1ccc(NC(=O)c2ccc(N=[N+]=[N-])cc2)cn1. As a reaction SMILES: [CH3:19][O:20][C:21]([CH2:22][O:23][c:24]1[n:25][cH:26][c:27]([NH2:30])[cH:28][cH:29]1)=[O:31].[CH3:44][CH2:45][O:46][C:47](=[O:48])[CH3:49].[CH:32]([N:33]([CH2:34][CH3:35])[CH:36]([CH3:37])[CH3:38])([CH3:39])[CH3:40].[Cl:13][C:14]([C:15]([Cl:16])=[O:17])=[O:18].[Cl:41][CH2:42][Cl:43].[N:1](=[N+:2]=[N-:3])[c:4]1[cH:5][cH:6][c:7]([C:8](=[O:9])[OH:10])[cH:11][cH:12]1.[O:50]=[CH:51][N:52]([CH3:53])[CH3:54]>>[N:1](=[N+:2]=[N-:3])[c:4]1[cH:5][cH:6][c:7]([C:8](=[O:10])[NH:30][c:27]2[cH:26][n:25][c:24]([O:23][CH2:22][C:21]([O:20][CH3:19])=[O:31])[cH:29][cH:28]2)[cH:11][cH:12]1. The reactants are C(C(=C)C)(=O)O.C(C)OC(COCCOCCO)O (ethoxytriethylene glycol methacrylate), COC(=C(C)C)O[Si](C)(C)C (1-methoxy-1-trimethylsiloxy-2-methyl-1-propene), C(CCC)[N+](CCCC)(CCCC)CCCC (tetrabutylammonium), C(C(=C)C)(=O)O[Si](C)(C)C (trimethylsilyl methacrylate), C(C(=C)C)(=O)OCCC1=CC=CC=C1 (2-phenylethyl methacrylate), C(C(=C)C)(=O)O[Si](C)(C)C (trimethylsilyl methacrylate), b-2-phenylethyl methacrylate, C(C(=C)C)(=O)O.CCOC(COCCOCCO)O (b-ethoxytriethylene glycol methacrylate), 0.5, ClC(C(=O)O)Cl (dichloroacetic acid), C(CCC)[N+](CCCC)(CCCC)CCCC (tetrabutylammonium). Solvent: C1CCOC1 (THF), CO (methanol), C1CCOC1 (THF). Run at time 1 hour. The product is C(C(=C)C)(=O)O (methacrylic acid), b- 2-phenylethyl methacrylate, C(C(=C)C)(=O)O.CCOC(COCCOCCO)O (b-ethoxytriethylene glycol methacrylate). As a reaction SMILES: C[O:2][C:3]([O:7][Si](C)(C)C)=[C:4]([CH3:6])[CH3:5].C([N+](CCCC)(CCCC)CCCC)CCC.[C:29]([O:34][Si](C)(C)C)(=[O:33])[C:30]([CH3:32])=[CH2:31].C(OCCC1C=CC=CC=1)(=O)C(C)=C.C(O)(=O)C(C)=C.[CH2:59]([O:61][CH:62]([OH:71])[CH2:63][O:64][CH2:65][CH2:66][O:67][CH2:68][CH2:69][OH:70])[CH3:60].ClC(Cl)C(O)=O>C1COCC1.CO>[C:3]([OH:7])(=[O:2])[C:4]([CH3:6])=[CH2:5].[C:29]([OH:34])(=[O:33])[C:30]([CH3:32])=[CH2:31].[CH3:60][CH2:59][O:61][CH:62]([OH:71])[CH2:63][O:64][CH2:65][CH2:66][O:67][CH2:68][CH2:69][OH:70] |f:4.5,10.11|. Procedure details: To a solution of 2.96 g (3.43 mL, 17 mmol) of 1-methoxy-1-trimethylsiloxy-2-methyl-1-propene and 0.5 mL of tetrabutylammonium biacetate hexahydrate (0.04 M in THF) in 40 mL of THF was added dropwise 35.0 g (39.7 mL, 261 mmol) of trimethylsilyl methacrylate. During the course of the addition the temperature of the reaction mixture rose slowly to 33° C. To increase the rate of polymerization, an additional 0.5 mL of tetrabutylammonium biacetate hexahydrate (0.04 M in THF) was added. After all of t... Reactants: C(C)(=O)NC1=CC=C(C=C1)S(=O)O (p-acetamidobenzenesulfinic acid), O (water), C(C=C)#N (acrylonitrile). Solvent: C(C)(=O)O (acetic acid). Product: C(#N)CCS(=O)(=O)C1=CC=C(NC(C)=O)C=C1 (4'-(2-Cyanoethylsulfonyl)acetanilide). Yield: 67.8%. Reaction SMILES: [C:1]([NH:4][C:5]1[CH:10]=[CH:9][C:8]([S:11]([OH:13])=[O:12])=[CH:7][CH:6]=1)(=[O:3])[CH3:2].O.[C:15](#[N:18])[CH:16]=[CH2:17]>C(O)(=O)C>[C:15]([CH2:16][CH2:17][S:11]([C:8]1[CH:7]=[CH:6][C:5]([NH:4][C:1](=[O:3])[CH3:2])=[CH:10][CH:9]=1)(=[O:13])=[O:12])#[N:18]. Procedure: A solution of 19.9 g (0.1 mol) of p-acetamidobenzenesulfinic acid (Organic Synthesis, Coll. Vol. I, page 7), 100 ml of water, 40 ml of acetic acid and 6.6 ml (0.1 mole) of acrylonitrile was heated on a steam bath for 2 hours. The resulting slurry was cooled to room temperature, filtered, washed with water and air dried to give 17.1 g (68 percent) of white solid. Reactants: S(=O)(=O)(OC)OC (dimethyl sulfate), C(C)N(C=O)CC (N,N-diethylformamide), C[O-].[Na+] (sodium methylate). Run in CO (methanol). Conditions: time 8 hour. Yields the product N(CC)(CC)C(OC)OC ((C2H5)2N-CH(OCH3)2). RXN SMILES: S([O:6][CH3:7])(OC)(=O)=O.[CH2:8]([N:10]([CH2:13][CH3:14])[CH:11]=[O:12])[CH3:9].[CH3:15][O-].[Na+]>CO>[N:10]([CH:11]([O:6][CH3:7])[O:12][CH3:15])([CH2:13][CH3:14])[CH2:8][CH3:9] |f:2.3|. Reported procedure: 985 g of dimethyl sulfate were added to 790 g (7.8 moles) of N,N-diethylformamide while stirring, in the course of which the internal temperature rose to 40°C. After the batch had been stirred overnight, the mixture was allowed to run into 7.8 moles of sodium methylate in methanol (total volume approximately 2.3 l) at 0° to 5°C, while stirring, and the reaction mixture was again stirred overnight. The methanol was then distilled from the crystal paste. The desired product was subsequently distil...